Dataset: the Open Reaction Database (ORD), a public repository of structured organic reaction records. Task: describe an organic reaction: reactants, conditions, products, and yield Reactants: C(C)(C)(C)OC(=O)N1CCC(CC1)=C(C1=CC=CC=C1)I (4-(1-iodo-1-phenyl-methylene)-piperidine-1-carboxylic acid tert-butyl ester), OCC=1C=C(C=CC1)B(O)O (3-hydroxymethylphenylboronic acid), C([O-])([O-])=O.[Na+].[Na+] (sodium carbonate). The reagents and catalysts are C=1C=CC(=CC1)/C=C/C(=O)/C=C/C2=CC=CC=C2.C=1C=CC(=CC1)/C=C/C(=O)/C=C/C2=CC=CC=C2.C=1C=CC(=CC1)/C=C/C(=O)/C=C/C2=CC=CC=C2.[Pd].[Pd] (Pd2 dba3). The solvent is COCCOC (DME). Conditions: temperature 90 celsius. Product: C(C)(C)(C)OC(=O)N1CCC(CC1)=C(C1=CC(=CC=C1)CO)C1=CC=CC=C1 (4-(1-Phenyl-1-(3-hydroxymethylphenyl)-methylene)-piperidine-1-carboxylic Acid Tert-Butyl Ester). The yield is 29.5%. RXN SMILES: [C:1]([O:5][C:6]([N:8]1[CH2:13][CH2:12][C:11](=[C:14](I)[C:15]2[CH:20]=[CH:19][CH:18]=[CH:17][CH:16]=2)[CH2:10][CH2:9]1)=[O:7])([CH3:4])([CH3:3])[CH3:2].[OH:22][CH2:23][C:24]1[CH:25]=[C:26](B(O)O)[CH:27]=[CH:28][CH:29]=1.C(=O)([O-])[O-].[Na+].[Na+]>COCCOC.C1C=CC(/C=C/C(/C=C/C2C=CC=CC=2)=O)=CC=1.C1C=CC(/C=C/C(/C=C/C2C=CC=CC=2)=O)=CC=1.C1C=CC(/C=C/C(/C=C/C2C=CC=CC=2)=O)=CC=1.[Pd].[Pd]>[C:1]([O:5][C:6]([N:8]1[CH2:9][CH2:10][C:11](=[C:14]([C:15]2[CH:16]=[CH:17][CH:18]=[CH:19][CH:20]=2)[C:26]2[CH:27]=[CH:28][CH:29]=[C:24]([CH2:23][OH:22])[CH:25]=2)[CH2:12][CH2:13]1)=[O:7])([CH3:4])([CH3:2])[CH3:3] |f:2.3.4,6.7.8.9.10|. Procedure details: To a mixture of 4-(1-iodo-1-phenyl-methylene)-piperidine-1-carboxylic acid tert-butyl ester (0.132 g, 0.33 mmol) and 3-hydroxymethylphenylboronic acid (0.050 g 0.33 mmol) in DME (3 mL) was added 2M sodium carbonate (0.65 mL, 1.30 mmol). The reaction vessel was then flushed with Ar for 10 minutes, Pd2 dba3 (0.015 g, 0.016 mmol) was added, the vessel was sealed and the mixture was heated at 90° C. for 16 h. The cooled mixture was filtered (0.45 μm syringe filter) and the filtrate was evaporated. T... Product: CC1CC(=O)NN=C1c1ccc(NC(=O)OCc2cccc(Cl)c2)cc1. The reactants are O=C(Cl)Cl, OCc1cccc(Cl)c1, CC1CC(=O)NN=C1c1ccc(N)cc1, C1CCOC1. Reaction SMILES: [Cl:10][C:11]([Cl:12])=[O:13].[Cl:1][c:2]1[cH:3][c:4]([CH2:5][OH:6])[cH:7][cH:8][cH:9]1.[NH2:14][c:15]1[cH:16][cH:17][c:18]([C:21]2=[N:26][NH:25][C:24](=[O:27])[CH2:23][CH:22]2[CH3:28])[cH:19][cH:20]1.[O:29]1[CH2:30][CH2:31][CH2:32][CH2:33]1>>[Cl:1][c:2]1[cH:3][c:4]([CH2:5][O:6][C:11](=[O:13])[NH:14][c:15]2[cH:16][cH:17][c:18]([C:21]3=[N:26][NH:25][C:24](=[O:27])[CH2:23][CH:22]3[CH3:28])[cH:19][cH:20]2)[cH:7][cH:8][cH:9]1. Starting materials: ClCCl, [K+], [K+], O=C([O-])[O-], c1ccc(COC2CCOC2)nc1, O=C(OO)c1cccc(Cl)c1. Yields the product [O-][n+]1ccccc1COC1CCOC1. Reaction SMILES: [Cl:31][CH2:32][Cl:33].[K+:25].[K+:26].[O-:27][C:28]([O-:29])=[O:30].[O:1]1[CH2:2][CH:3]([O:6][CH2:7][c:8]2[n:9][cH:10][cH:11][cH:12][cH:13]2)[CH2:4][CH2:5]1.[OH:14][O:15][C:16]([c:17]1[cH:18][c:19]([Cl:20])[cH:21][cH:22][cH:23]1)=[O:24]>>[O:1]1[CH2:2][CH:3]([O:6][CH2:7][c:8]2[n+:9]([O-:14])[cH:10][cH:11][cH:12][cH:13]2)[CH2:4][CH2:5]1. Reactants: CCO, C1=CCCC=C1, O=C(c1cccc(CNCCNc2ccccc2[N+](=O)[O-])c1)N1CCCCC1. The product is Nc1ccccc1NCCNCc1cccc(C(=O)N2CCCCC2)c1. As a reaction SMILES: [CH3:35][CH2:36][OH:37].[CH:29]1=[CH:34][CH:33]=[CH:32][CH2:31][CH2:30]1.[N+:1]([O-:2])(=[O:3])[c:4]1[c:5]([NH:10][CH2:11][CH2:12][NH:13][CH2:14][c:15]2[cH:16][c:17]([C:21](=[O:22])[N:23]3[CH2:24][CH2:25][CH2:26][CH2:27][CH2:28]3)[cH:18][cH:19][cH:20]2)[cH:6][cH:7][cH:8][cH:9]1>>[NH2:1][c:4]1[c:5]([NH:10][CH2:11][CH2:12][NH:13][CH2:14][c:15]2[cH:16][c:17]([C:21](=[O:22])[N:23]3[CH2:24][CH2:25][CH2:26][CH2:27][CH2:28]3)[cH:18][cH:19][cH:20]2)[cH:6][cH:7][cH:8][cH:9]1. The reactants are S(=O)(=O)([O-])C1=CC=C(C)C=C1 (tosylate). Solvent: O (water), O (water). Reaction conditions: temperature 25 celsius, time 5 day. The product is O.S(=O)(=O)(O)C1=CC=C(C)C=C1 (tosylate hydrate). Reaction SMILES: [S:1]([C:5]1[CH:11]=[CH:10][C:8]([CH3:9])=[CH:7][CH:6]=1)([O-:4])(=[O:3])=[O:2]>O>[OH2:2].[S:1]([C:5]1[CH:11]=[CH:10][C:8]([CH3:9])=[CH:7][CH:6]=1)([OH:4])(=[O:3])=[O:2] |f:2.3|. Procedure details: An aliquot (1.5 g, 2.2 mmol) of the tosylate anhydrous form 1 salt form of the compound of Formula I prepared above was combined with 9.0 mL of water in a sealed container for 3 days producing a scum-like material. The scum-like material was collected, broken apart, and combined with an additional 15 mL of water, producing a slurry. The slurry was shaken at 25° C. and 350 RPM for six days producing a wet cake. An additional 45 mL of water was added to the wet cake, producing a slurry, which was ... Reactants: 5d, C(C1=CC=CC=C1)N1[C@@H](CCC1)C1(CC1)O (1-((S)-1-benzylpyrrolidin-2-yl)cyclopropanol), CCOC(=O)C.CO.N (EtOAc MeOH NH3). Yields the product N1[C@@H](CCC1)C1(CC1)O ((S)-1-pyrrolidin-2-ylcyclopropanol). Reaction SMILES: C([N:8]1[CH2:12][CH2:11][CH2:10][C@H:9]1[C:13]1([OH:16])[CH2:15][CH2:14]1)C1C=CC=CC=1.CCOC(C)=O.CO.N>>[NH:8]1[CH2:12][CH2:11][CH2:10][C@H:9]1[C:13]1([OH:16])[CH2:15][CH2:14]1 |f:1.2.3|. Reported procedure: The product was obtained analogously to IP 5d starting from 745 mg (3.43 mmol) 1-((S)-1-benzylpyrrolidin-2-yl)cyclopropanol. Yield: 350 mg (80% of theoretical); C7H13NO (M=127.184); calc.: molpeak (M+H)+: 128; found: molpeak (M+H)+: 128; Rf value: 0.10 (silica gel, EtOAc/MeOH/NH3 5:5:0.5). Starting materials: ClC=1C=C(C=CC1)C1NC(NC(=C1C(=O)N(CC=CC1=CC=CC=C1)CC(=O)OC)C)=O (methyl [[4-(3-chlorophenyl)-6-methyl-2-oxo-1,2,3,4-tetrahydropyrimidine-5-carbonyl]-(3-phenyl-2-propene-1-yl)-amino]acetate), [OH-].[Na+] (sodium hydroxide). Solvent: CO (methanol). Conditions: time 8 hour. Product: ClC=1C=C(C=CC1)C1NC(NC(=C1C(=O)N(CC=CC1=CC=CC=C1)CC(=O)O)C)=O ([[4-(3-chlorophenyl)-6-methyl-2-oxo-1,2,3,4-tetrahydropyrimidine-5-carbonyl]-(3-phenyl-2-propene-1-yl)-amino]acetic acid). As a reaction SMILES: [Cl:1][C:2]1[CH:3]=[C:4]([CH:8]2[C:13]([C:14]([N:16]([CH2:26][C:27]([O:29]C)=[O:28])[CH2:17][CH:18]=[CH:19][C:20]3[CH:25]=[CH:24][CH:23]=[CH:22][CH:21]=3)=[O:15])=[C:12]([CH3:31])[NH:11][C:10](=[O:32])[NH:9]2)[CH:5]=[CH:6][CH:7]=1.[OH-].[Na+]>CO>[Cl:1][C:2]1[CH:3]=[C:4]([CH:8]2[C:13]([C:14]([N:16]([CH2:26][C:27]([OH:29])=[O:28])[CH2:17][CH:18]=[CH:19][C:20]3[CH:25]=[CH:24][CH:23]=[CH:22][CH:21]=3)=[O:15])=[C:12]([CH3:31])[NH:11][C:10](=[O:32])[NH:9]2)[CH:5]=[CH:6][CH:7]=1 |f:1.2|. Procedure details: 100 mg (0.220 mmol) of methyl [[4-(3-chlorophenyl)-6-methyl-2-oxo-1,2,3,4-tetrahydropyrimidine-5-carbonyl]-(3-phenyl-2-propene-1-yl)-amino]acetate was dissolved in 2 ml of methanol. 0.480 ml of 1 N aqueous sodium hydroxide solution was added to the obtained solution, and they were stirred at room temperature overnight. The solvent was evaporated under reduced pressure, and the residue was washed with water. After the slurry washing, the title compound was obtained.